describe an organic reaction: reactants, conditions, products, and yield From a dataset of the Open Reaction Database (ORD), a public repository of structured organic reaction records. Starting materials: Example 1 ( a ), C(Cl)(Cl)Cl.CO (chloroform methanol), COC=1C=C2C=NNC(C2=CC1OC)=O (6,7-dimethoxy-1(2H)-phthalazinone), BrCCCCl (1-bromo-3-chloro-propane). Solvent: CN(C=O)C (dimethylformamide). Product: COC=1C=C2C=NN(C(C2=CC1OC)=O)CCCCl (1-[6,7-Dimethoxy-1(2H)-phthalazinone-2-yl]-3-chloro-propane). RXN SMILES: [CH3:1][O:2][C:3]1[CH:4]=[C:5]2[C:10](=[CH:11][C:12]=1[O:13][CH3:14])[C:9](=[O:15])[NH:8][N:7]=[CH:6]2.Br[CH2:17][CH2:18][CH2:19][Cl:20].C(Cl)(Cl)Cl.CO>CN(C)C=O>[CH3:1][O:2][C:3]1[CH:4]=[C:5]2[C:10](=[CH:11][C:12]=1[O:13][CH3:14])[C:9](=[O:15])[N:8]([CH2:17][CH2:18][CH2:19][Cl:20])[N:7]=[CH:6]2 |f:2.3|. Reported procedure: 1-[6,7-Dimethoxy-1(2H)-phthalazinone-2-yl]-3-chloro-propane was prepared analogous to Example 1 (a) by reaction of 6,7-dimethoxy-1(2H)-phthalazinone with 1-bromo-3-chloro-propane in dimethylformamide. Rf -value (chloroform/methanol = 9/1) : 0.9. Starting materials: [NH3+]C1CCCCC1OCC(=O)O, CCO, [Cl-], S=C=Nc1ccccc1. Yields the product O=C(O)COC1CCCCC1NC(=S)Nc1ccccc1. Reaction SMILES: [C:2](=[O:3])([OH:4])[CH2:5][O:6][CH:7]1[CH:8]([NH3+:13])[CH2:9][CH2:10][CH2:11][CH2:12]1.[CH3:23][CH2:24][OH:25].[Cl-:1].[c:14]1([N:20]=[C:21]=[S:22])[cH:15][cH:16][cH:17][cH:18][cH:19]1>>[C:2](=[O:3])([OH:4])[CH2:5][O:6][CH:7]1[CH:8]([NH:13][C:21]([NH:20][c:14]2[cH:15][cH:16][cH:17][cH:18][cH:19]2)=[S:22])[CH2:9][CH2:10][CH2:11][CH2:12]1. Reactants: CO, O=C(Nc1ccc2nc(NC3CCc4ccccc43)ccc2c1)N1CCC(COC2CCCCO2)CC1, O, Cc1ccc(S(=O)(=O)[O-])cc1, c1cc[nH+]cc1. Yields the product O=C(Nc1ccc2nc(NC3CCc4ccccc43)ccc2c1)N1CCC(CO)CC1. Reaction SMILES: [CH3:55][OH:56].[CH:1]1([NH:10][c:11]2[n:12][c:13]3[cH:14][cH:15][c:16]([NH:21][C:22](=[O:23])[N:24]4[CH2:25][CH2:26][CH:27]([CH2:30][O:31][CH:32]5[CH2:33][CH2:34][CH2:35][CH2:36][O:37]5)[CH2:28][CH2:29]4)[cH:17][c:18]3[cH:19][cH:20]2)[CH2:2][CH2:3][c:4]2[cH:5][cH:6][cH:7][cH:8][c:9]21.[OH2:57].[c:38]1([CH3:39])[cH:40][cH:41][c:42]([S:43]([O-:44])(=[O:45])=[O:46])[cH:47][cH:48]1.[nH+:49]1[cH:50][cH:51][cH:52][cH:53][cH:54]1>>[CH:1]1([NH:10][c:11]2[n:12][c:13]3[cH:14][cH:15][c:16]([NH:21][C:22](=[O:23])[N:24]4[CH2:25][CH2:26][CH:27]([CH2:30][OH:31])[CH2:28][CH2:29]4)[cH:17][c:18]3[cH:19][cH:20]2)[CH2:2][CH2:3][c:4]2[cH:5][cH:6][cH:7][cH:8][c:9]21. The reactants are [Br-], N#Cc1ccc(C(=O)c2cncs2)cc1, [Li]CCCC, CCOC(C)=O, C[P+](c1ccccc1)(c1ccccc1)c1ccccc1, CCCCCC. Product: C=C(c1ccc(C#N)cc1)c1cncs1. RXN SMILES: [Br-:27].[C:6](#[N:7])[c:8]1[cH:9][cH:10][c:11]([C:12](=[O:13])[c:14]2[cH:15][n:16][cH:17][s:18]2)[cH:19][cH:20]1.[CH2:1]([Li:2])[CH2:3][CH2:4][CH3:5].[CH3:21][CH2:22][O:23][C:24](=[O:25])[CH3:26].[CH3:28][P+:29]([c:30]1[cH:31][cH:32][cH:33][cH:34][cH:35]1)([c:36]1[cH:37][cH:38][cH:39][cH:40][cH:41]1)[c:42]1[cH:43][cH:44][cH:45][cH:46][cH:47]1.[CH3:48][CH2:49][CH2:50][CH2:51][CH2:52][CH3:53]>>[CH2:1]=[C:12]([c:11]1[cH:10][cH:9][c:8]([C:6]#[N:7])[cH:20][cH:19]1)[c:14]1[cH:15][n:16][cH:17][s:18]1. Starting materials: ClC1=CC=CC(=N1)CC1(CCN(CC1)C(=O)OC(C)(C)C)O (tert-butyl 4((6-chloropyridin-2-yl)methyl)-4-hydroxypiperidine-1-carboxylate), NC=1SC=CN1 (2-aminothiazole), CC1(C2=CC=CC(=C2OC=2C(=CC=CC12)P(C1=CC=CC=C1)C1=CC=CC=C1)P(C1=CC=CC=C1)C1=CC=CC=C1)C (9,9-dimethyl-4,5-bis(diphenylphosphino)xanthene), C([O-])([O-])=O.[Na+].[Na+] (sodium carbonate), C([O-])([O-])=O.[Cs+].[Cs+] (cesium carbonate), CC1(C2=CC=CC(=C2OC=2C(=CC=CC12)P(C1=CC=CC=C1)C1=CC=CC=C1)P(C1=CC=CC=C1)C1=CC=CC=C1)C (9,9-dimethyl-4,5-bis(diphenylphosphino)xanthene). The reagents and catalysts are C=1C=CC(=CC1)/C=C/C(=O)/C=C/C2=CC=CC=C2.C=1C=CC(=CC1)/C=C/C(=O)/C=C/C2=CC=CC=C2.[Pd] (bis(dibenzylideneacetone)palladium(0)), C=1C=CC(=CC1)/C=C/C(=O)/C=C/C2=CC=CC=C2.C=1C=CC(=CC1)/C=C/C(=O)/C=C/C2=CC=CC=C2.[Pd] (bis(dibenzylideneacetone)palladium(0)). Run in C1(=CC=CC=C1)C (toluene), C(Cl)(Cl)Cl (chloroform). Run at temperature 120 celsius, time 8 hour. Product: OC1(CCN(CC1)C(=O)OC(C)(C)C)CC1=NC(=CC=C1)NC=1SC=CN1 (tert-butyl 4-hydroxy-4-((6-(1,3-thiazol-2-ylamino)pyridin-2-yl)methyl)piperidine-1-carboxylate). Reaction SMILES: Cl[C:2]1[N:7]=[C:6]([CH2:8][C:9]2([OH:22])[CH2:14][CH2:13][N:12]([C:15]([O:17][C:18]([CH3:21])([CH3:20])[CH3:19])=[O:16])[CH2:11][CH2:10]2)[CH:5]=[CH:4][CH:3]=1.[NH2:23][C:24]1[S:25][CH:26]=[CH:27][N:28]=1.CC1(C)C2C=CC=C(P(C3C=CC=CC=3)C3C=CC=CC=3)C=2OC2C1=CC=CC=2P(C1C=CC=CC=1)C1C=CC=CC=1.C(=O)([O-])[O-].[Na+].[Na+].C(=O)([O-])[O-].[Cs+].[Cs+]>C(Cl)(Cl)Cl.C1C=CC(/C=C/C(/C=C/C2C=CC=CC=2)=O)=CC=1.C1C=CC(/C=C/C(/C=C/C2C=CC=CC=2)=O)=CC=1.[Pd].C1(C)C=CC=CC=1>[OH:22][C:9]1([CH2:8][C:6]2[CH:5]=[CH:4][CH:3]=[C:2]([NH:23][C:24]3[S:25][CH:26]=[CH:27][N:28]=3)[N:7]=2)[CH2:14][CH2:13][N:12]([C:15]([O:17][C:18]([CH3:21])([CH3:20])[CH3:19])=[O:16])[CH2:11][CH2:10]1 |f:3.4.5,6.7.8,10.11.12|. Reported procedure: A mixture of 50.3 mg of tert-butyl 4((6-chloropyridin-2-yl)methyl)-4-hydroxypiperidine-1-carboxylate, 19.3 mg of 2-aminothiazole, 9.0 mg of 9,9-dimethyl-4,5-bis(diphenylphosphino)xanthene, 4.8 mg of bis(dibenzylideneacetone)palladium(0), 25.2 mg of sodium carbonate and 0.77 ml of toluene was stirred at 100° C. overnight and 120° C. overnight. 156.6 mg of cesium carbonate, 94.4 mg of 9,9-dimethyl-4,5-bis(diphenylphosphino)xanthene and 47.1 mg of bis(dibenzylideneacetone)palladium(0) were added to... Starting materials: [BH4-], C1CCOC1, COc1ccc(C=C(C)[N+](=O)[O-])cc1OCc1ccccc1, CCOC(C)=O, CCO, Cl, [Na+]. Product: COc1ccc(CC(C)[N+](=O)[O-])cc1OCc1ccccc1. Reaction SMILES: [BH4-:1].[CH2:35]1[O:36][CH2:37][CH2:38][CH2:39]1.[CH2:3]([c:4]1[cH:5][cH:6][cH:7][cH:8][cH:9]1)[O:10][c:11]1[c:12]([O:23][CH3:24])[cH:13][cH:14][c:15]([CH:17]=[C:18]([CH3:19])[N+:20](=[O:21])[O-:22])[cH:16]1.[CH3:26][CH2:27][O:28][C:29](=[O:30])[CH3:31].[CH3:32][CH2:33][OH:34].[ClH:25].[Na+:2]>>[CH2:3]([c:4]1[cH:5][cH:6][cH:7][cH:8][cH:9]1)[O:10][c:11]1[c:12]([O:23][CH3:24])[cH:13][cH:14][c:15]([CH2:17][CH:18]([CH3:19])[N+:20](=[O:21])[O-:22])[cH:16]1. The reactants are ON=C(C1=CN=CC=C1)N (N′-hydroxynicotinimidamide), BrC=1C=C(C(=O)Cl)C=CC1 (3-bromobenzoyl chloride), N (NH3). Yields the product BrC=1C=C(C=CC1)C1=NC(=NO1)C=1C=NC=CC1 (5-(3-bromophenyl)-3-(pyridin-3-yl)-1,2,4-oxadiazole). Reaction SMILES: [OH:1][N:2]=[C:3]([NH2:10])[C:4]1[CH:9]=[CH:8][CH:7]=[N:6][CH:5]=1.[Br:11][C:12]1[CH:13]=[C:14]([CH:18]=[CH:19][CH:20]=1)[C:15](Cl)=O.N>>[Br:11][C:12]1[CH:13]=[C:14]([C:15]2[O:1][N:2]=[C:3]([C:4]3[CH:5]=[N:6][CH:7]=[CH:8][CH:9]=3)[N:10]=2)[CH:18]=[CH:19][CH:20]=1. Procedure details: The title compound was prepared according to the procedure of Example 1 using N′-hydroxynicotinimidamide (Aldrich) and 3-bromobenzoyl chloride (Aldrich). 1H NMR (300 MHz, DMSO-d6) δ 7.60-7.71 (m, 2 H), 7.98 (ddd, J=8.1, 2.0, 1.0 Hz, 1 H), 8.22 (ddd, J=7.4, 1.6, 1.3 Hz, 1 H), 8.35 (t, J=1.8 Hz, 1 H), 8.46 (dt, J=7.9, 2.0 Hz, 1 H), 8.83 (dd, J=4.8, 1.6 Hz, 1 H), 9.27 (dd, J=2.4, 0.8 Hz, 1 H) ppm; MS (DCI/NH3) m/z 302 (M+H)+, 304 (M+H)+. Reactants: [BH3-]C#N, CC(=O)O, CO, CCOC(C)=O, CC(C)c1c(C(=O)NCc2ccc(F)c(F)c2)c2ccc(N)cc2n1Cc1ccccc1, [Na+], O=C1CCOC1. Yields the product CC(C)c1c(C(=O)NCc2ccc(F)c(F)c2)c2ccc(NC3CCOC3)cc2n1Cc1ccccc1. RXN SMILES: [C:39]([BH3-:40])#[N:41].[C:43]([OH:44])(=[O:45])[CH3:46].[CH3:47][OH:48].[CH3:49][CH2:50][O:51][C:52]([CH3:53])=[O:54].[NH2:1][c:2]1[cH:3][cH:4][c:5]2[c:6]([C:21](=[O:22])[NH:23][CH2:24][c:25]3[cH:26][c:27]([F:32])[c:28]([F:31])[cH:29][cH:30]3)[c:7]([CH:18]([CH3:19])[CH3:20])[n:8]([CH2:11][c:12]3[cH:13][cH:14][cH:15][cH:16][cH:17]3)[c:9]2[cH:10]1.[Na+:42].[O:33]1[CH2:34][C:35](=[O:38])[CH2:36][CH2:37]1>>[NH:1]([c:2]1[cH:3][cH:4][c:5]2[c:6]([C:21](=[O:22])[NH:23][CH2:24][c:25]3[cH:26][c:27]([F:32])[c:28]([F:31])[cH:29][cH:30]3)[c:7]([CH:18]([CH3:19])[CH3:20])[n:8]([CH2:11][c:12]3[cH:13][cH:14][cH:15][cH:16][cH:17]3)[c:9]2[cH:10]1)[CH:35]1[CH2:34][O:33][CH2:37][CH2:36]1.